From a dataset of the Open Reaction Database (ORD), a public repository of structured organic reaction records. describe an organic reaction: reactants, conditions, products, and yield Starting materials: C(C(=O)OCC)(=O)OCC (Diethyl oxalate), resultant mixture, aqueous solution, C[Si](C)(C)[N-][Si](C)(C)C.[Li+] (Lithium bis(trimethylsilyl)amide), FCC(=O)C1=CC=CC=C1 (α-fluoroacetophenone), Cl (hydrochloric acid). The solvent is O1CCCC1 (tetrahydrofuran), O1CCCC1 (tetrahydrofuran). Reaction conditions: time 45 minute. The product is C(C)OC(C(C(C(=O)C1=CC=CC=C1)F)=O)=O (3-Fluoro-4-phenyl-2,4-dioxobutanoic acid ethyl ester). Reaction SMILES: C[Si]([N-][Si](C)(C)C)(C)C.[Li+].[F:11][CH2:12][C:13]([C:15]1[CH:20]=[CH:19][CH:18]=[CH:17][CH:16]=1)=[O:14].[C:21](OCC)(=[O:27])[C:22]([O:24][CH2:25][CH3:26])=[O:23].Cl>O1CCCC1>[CH2:25]([O:24][C:22](=[O:23])[C:21](=[O:27])[CH:12]([F:11])[C:13]([C:15]1[CH:20]=[CH:19][CH:18]=[CH:17][CH:16]=1)=[O:14])[CH3:26] |f:0.1|. Procedure details: 1.0 M Lithium bis(trimethylsilyl)amide in tetrahydrofuran (13 mL) was added dropwise to α-fluoroacetophenone (1.64 g) in tetrahydrofuran (35 mL) at α-78° C., followed by stirring for 45 minutes. Diethyl oxalate (1.77 mL) was added to the reaction mixture, followed by stirring for 30 minutes. The mixture was further stirred at 0° C. for 1 hour. The resultant mixture was neutralized with 1M aqueous solution of hydrochloric acid. The reaction mixture was partitioned between water and chloroform. Su... The reactants are O=C(CCCCN1C=NC=2N(C(N(C(C12)=O)C)=O)C)C (7-(5-oxohexyl)-1,3-dimethylxanthine), [B-].[Na+] (sodium borohydrate). Run in C(C)O (ethanol). Yields the product OC(CCCCN1C=NC=2N(C(N(C(C12)=O)C)=O)C)C (7-(5-hydroxyhexyl)-1,3-dimethylxanthine). Reaction SMILES: [O:1]=[C:2]([CH3:20])[CH2:3][CH2:4][CH2:5][CH2:6][N:7]1[C:15]2[C:14](=[O:16])[N:13]([CH3:17])[C:12](=[O:18])[N:11]([CH3:19])[C:10]=2[N:9]=[CH:8]1.[B-].[Na+]>C(O)C>[OH:1][CH:2]([CH3:20])[CH2:3][CH2:4][CH2:5][CH2:6][N:7]1[C:15]2[C:14](=[O:16])[N:13]([CH3:17])[C:12](=[O:18])[N:11]([CH3:19])[C:10]=2[N:9]=[CH:8]1 |f:1.2|. Procedure details: 15 g of 7-(5-oxohexyl)-1,3-dimethylxanthine are dissolved in 100 ml of ethanol and mixed portionwise at room temperature with 3.8 g of sodium borohydrate (110% of theory) in solid form or in alcoholic suspension. At the end of addition stirring takes place for 30 minutes. Subsequently heating takes place to boiling temperature. At this time the reaction is completed. The course of the reaction is followed by thin layer chromatography. The solvent is evaporated on a rotary evaporator. The residue... Starting materials: OCCCC=1C=C(C(=O)O)C=C(C1OC)OC (3-(3-hydroxypropyl)-4,5-dimethoxybenzoic acid), C[Si](C)(C)C=[N+]=[N-] (trimethylsilyldiazomethane). The solvent is CO (MeOH). Run at time 10 minute. Product: COC(C1=CC(=C(C(=C1)OC)OC)CCCO)=O (3-(3-hydroxypropyl)-4,5-dimethoxybenzoic acid methyl ester). Yield: 73.8%. As a reaction SMILES: [OH:1][CH2:2][CH2:3][CH2:4][C:5]1[CH:6]=[C:7]([CH:11]=[C:12]([O:16][CH3:17])[C:13]=1[O:14][CH3:15])[C:8]([OH:10])=[O:9].[CH3:18][Si](C=[N+]=[N-])(C)C>CO>[CH3:18][O:9][C:8](=[O:10])[C:7]1[CH:11]=[C:12]([O:16][CH3:17])[C:13]([O:14][CH3:15])=[C:5]([CH2:4][CH2:3][CH2:2][OH:1])[CH:6]=1. Procedure: To a stirred solution of 3-(3-hydroxypropyl)-4,5-dimethoxybenzoic acid (Example 10, Step 1, 3.53 g, 14.7 mmol) in MeOH (37 mL) at 0° C. was slowly added trimethylsilyldiazomethane (TMSCHN2) (2.0 M, 37 mL, 73.5 mmol) over the course of 5 min. After stirring for 10 min the reaction mixture was concentrated. The crude product was purified by flash column chromatography on silica gel using 67% EtOAc in hexanes as an eluent to furnish 3-(3-hydroxypropyl)-4,5-dimethoxybenzoic acid methyl ester (2.76 g... The reactants are CCCCCCCCOC(N)=O, CCCCCCCCN, CCCCCCCCCCCCC, CCOCC, CC#N, O=C(OC(=O)C(F)(F)F)C(F)(F)F, O=C=O. The product is CCCCCCCCN=C=O. Reaction SMILES: [C:39](=[O:40])([O:41][CH2:42][CH2:43][CH2:44][CH2:45][CH2:46][CH2:47][CH2:48][CH3:49])[NH2:50].[CH2:1]([CH2:2][CH2:3][CH2:4][CH2:5][CH2:6][CH2:7][CH3:8])[NH2:9].[CH3:10][CH2:11][CH2:12][CH2:13][CH2:14][CH2:15][CH2:16][CH2:17][CH2:18][CH2:19][CH2:20][CH2:21][CH3:22].[CH3:51][CH2:52][O:53][CH2:54][CH3:55].[CH3:56][C:57]#[N:58].[F:26][C:27]([F:28])([F:29])[C:30]([O:31][C:32](=[O:33])[C:34]([F:35])([F:36])[F:37])=[O:38].[O:23]=[C:24]=[O:25]>>[CH2:1]([CH2:2][CH2:3][CH2:4][CH2:5][CH2:6][CH2:7][CH3:8])[N:9]=[C:24]=[O:23]. Reaction conditions: time 0.5 hour. Product: COC1=CC=C(C=C1)C1=C(C2=C(S1)C=CC=C2)C(=C)C2=CC=C(C=C2)OC (Methyl 4-[1-[2-(4-Methoxyphenyl)benzo[b]thiophen-3-yl]ethenyl]phenyl Ether). Run in C1CCOC1 (THF), C1CCOC1 (THF). Isolated yield 170.6%. Reagents/catalysts: [Br-].C[P+](C1=CC=CC=C1)(C1=CC=CC=C1)C1=CC=CC=C1 (methyltriphenylphosphonium bromide). Reactants: COC1=CC=C(C=C1)C(=O)C=1C2=C(SC1C1=CC=C(C=C1)OC)C=CC=C2 (2-(4-methoxyphenyl)benzo[b]thiophen-3-yl 4-methoxyphenyl ketone), CC(C)([O-])C.[K+] (potassium tert-butoxide). Procedure: A solution of 1.20 g (3.36 mmol) of methyltriphenylphosphonium bromide in 50 mL of THF was treated with 0.45 g (4.01 mmol) of potassium tert-butoxide and the mixture stirred at room temperature for 0.5 h. To this was added dropwise 0.80 g (2.14 mmol) of 2-(4-methoxyphenyl)benzo[b]thiophen-3-yl 4-methoxyphenyl ketone (Example 3, Part B) in 10 mL of THF and the reaction was stirred at room temperature for 18 h and then heated at gentle reflux for 48 h. The reaction was quenched by 100 mL of brine.... As a reaction SMILES: [CH3:1]C(C)([O-])C.[K+].[CH3:7][O:8][C:9]1[CH:14]=[CH:13][C:12]([C:15]([C:17]2[C:18]3[CH:33]=[CH:32][CH:31]=[CH:30][C:19]=3[S:20][C:21]=2[C:22]2[CH:27]=[CH:26][C:25]([O:28][CH3:29])=[CH:24][CH:23]=2)=O)=[CH:11][CH:10]=1>[Br-].C[P+](C1C=CC=CC=1)(C1C=CC=CC=1)C1C=CC=CC=1.C1COCC1>[CH3:29][O:28][C:25]1[CH:24]=[CH:23][C:22]([C:21]2[S:20][C:19]3[CH:30]=[CH:31][CH:32]=[CH:33][C:18]=3[C:17]=2[C:15]([C:12]2[CH:13]=[CH:14][C:9]([O:8][CH3:7])=[CH:10][CH:11]=2)=[CH2:1])=[CH:27][CH:26]=1 |f:0.1,3.4|. Reactants: COC1=C(C=O)C(=C(C(=C1OC)OC)OC)C (2,3,4,5-tetramethoxy-6-methylbenzaldehyde), CC(=O)C (acetone), C[O-].[Na+] (sodium methoxide). The solvent is CO (methanol). Yields the product COC1=C(C(=C(C(=C1C=CC(C)=O)C)OC)OC)OC (1,2,3,4-tetramethoxy-5-methyl-6-(3-oxo-1-butenyl)benzene). Isolated yield 59.8%. As a reaction SMILES: [CH3:1][O:2][C:3]1[C:10]([O:11][CH3:12])=[C:9]([O:13][CH3:14])[C:8]([O:15][CH3:16])=[C:7]([CH3:17])[C:4]=1[CH:5]=O.[CH3:18][C:19]([CH3:21])=[O:20].C[O-].[Na+]>CO>[CH3:1][O:2][C:3]1[C:4]([CH:5]=[CH:18][C:19](=[O:20])[CH3:21])=[C:7]([CH3:17])[C:8]([O:15][CH3:16])=[C:9]([O:13][CH3:14])[C:10]=1[O:11][CH3:12] |f:2.3|. Procedure details: To a solution of 2,3,4,5-tetramethoxy-6-methylbenzaldehyde (1.56 g, 6.5 mmol) and acetone (1.13 g, 19.5 mmol) in methanol (15 ml) was added 28% methanolic sodium methoxide (1.88 g). The mixture was refluxed for 1.5 hours. After completion of the reaction, the mixture was concentrated under reduced pressure. The residue was chromatographed on a silica gel column elution being carried out with isopropyl ether. the fractions containing the desired compound were concentrated to give 1,2,3,4-tetramet... Starting materials: COC1=C(C(=O)O)C=C(C=C1)S(=O)(=O)C (2-methoxy 5-methylsulfonylbenzoic acid), C(C)N(CCN)CC (N,N-diethyl ethylenediamine). Solvent: O1CCOCC1 (dioxan). Yields the product C(C)N(CC)CCNC(C1=C(C=CC(=C1)S(=O)(=O)C)OC)=O (N-(DIETHYLAMINOETHYL) 2-METHOXY 5-METHYLSULFONYLBENZAMIDE). As a reaction SMILES: [CH3:1][O:2][C:3]1[CH:11]=[CH:10][C:9]([S:12]([CH3:15])(=[O:14])=[O:13])=[CH:8][C:4]=1[C:5]([OH:7])=O.[CH2:16]([N:18]([CH2:22][CH3:23])[CH2:19][CH2:20][NH2:21])[CH3:17]>O1CCOCC1>[CH2:16]([N:18]([CH2:19][CH2:20][NH:21][C:5](=[O:7])[C:4]1[CH:8]=[C:9]([S:12]([CH3:15])(=[O:14])=[O:13])[CH:10]=[CH:11][C:3]=1[O:2][CH3:1])[CH2:22][CH3:23])[CH3:17]. Procedure details: 2.3 g (0.01 mol) of 2-methoxy 5-methylsulfonylbenzoic acid, 2.9 g (0.025 mol) of N,N-diethyl ethylenediamine and 40 ml of dioxan are placed in a 100 ml balloon flask provided with a stirrer and a condenser. Reactants: NC1=NC=C(C2=C1C(=CS2)C2=CC(=C(C=C2)NC(OC(C)(C)C)=O)OC)\C=C\CN(CC)CC (tert-butyl 4-{4-amino-7-[(1E)-3-(diethylamino)-1-propenyl]thieno[3,2-c]pyridin-3-yl}-2-methoxyphenylcarbamate), CC(=O)C (acetone). Solvent: Cl (hydrochloric acid). Yields the product NC1=C(C=C(C=C1)C1=CSC2=C1C(=NC=C2\C=C\CN(CC)CC)N)OC (3-(4-amino-3-methoxyphenyl)-7-[(1E)-3-(diethylamino)-1-propenyl]thieno[3,2-c]pyridin-4-amine), CC(=O)CC(=O)O (diacetate). Reaction SMILES: [NH2:1][C:2]1[C:7]2[C:8]([C:11]3[CH:16]=[CH:15][C:14]([NH:17][C:18](=[O:24])[O:19]C(C)(C)C)=[C:13]([O:25][CH3:26])[CH:12]=3)=[CH:9][S:10][C:6]=2[C:5](/[CH:27]=[CH:28]/[CH2:29][N:30]([CH2:33][CH3:34])[CH2:31][CH3:32])=[CH:4][N:3]=1.[CH3:35][C:36]([CH3:38])=[O:37]>Cl>[NH2:17][C:14]1[CH:15]=[CH:16][C:11]([C:8]2[C:7]3[C:2]([NH2:1])=[N:3][CH:4]=[C:5](/[CH:27]=[CH:28]/[CH2:29][N:30]([CH2:33][CH3:34])[CH2:31][CH3:32])[C:6]=3[S:10][CH:9]=2)=[CH:12][C:13]=1[O:25][CH3:26].[CH3:35][C:36]([CH2:38][C:18]([OH:24])=[O:19])=[O:37]. Reported procedure: A mixture of Example 365B (425 mg, 0.88 mmol) in acetone (10 mL) and 6N aqueous hydrochloric acid (2 mL) was stirred for 18 hours at ambient temperature then concentrated under reduced pressure. The residue was then purified by preparative reverse phase HPLC to provide the desired product as the diacetate salt. 1H NMR (DMSO-d6, 400 MHz) δ 7.89 (s, 1H), 7.39 (s, 1H), 6.82 (s, 1H), 6.73 (s, 2H), 6.20 (m, 1H), 5.65 (br s, 2H), 3.78 (s, 3H), 3.30 (d, 2H), 2.56 (q, 4H), 1.88 (s, 6H), 1.01 (t, 6H); MS... Starting materials: C(C1=CC=CC=C1)(=O)CCC(=O)O (3-benzoylpropionic acid), C1(=CC=CC=C1)N1[C@H]2[C@H](C=3C=CC=CC13)CNCC2 (trans-5-phenyl-2,3,4,4a,5,9b-hexahydro-1H-pyrido[4,3-b]indole). Run in ClCCl (dichloromethane). Yields the product C(C1=CC=CC=C1)(=O)CCC(=O)N1C[C@@H]2[C@H](N(C=3C=CC=CC23)C2=CC=CC=C2)CC1 (trans-2-[(3-benzoyl)propionyl]-5-phenyl-2,3,4,4a,5,9b-hexahydro-1H-pyrido[4,3-b]indole). As a reaction SMILES: [C:1]([CH2:9][CH2:10][C:11]([OH:13])=O)(=[O:8])[C:2]1[CH:7]=[CH:6][CH:5]=[CH:4][CH:3]=1.[C:14]1([N:20]2[C:28]3[CH:27]=[CH:26][CH:25]=[CH:24][C:23]=3[C@@H:22]3[CH2:29][NH:30][CH2:31][CH2:32][C@@H:21]23)[CH:19]=[CH:18][CH:17]=[CH:16][CH:15]=1>ClCCl>[C:1]([CH2:9][CH2:10][C:11]([N:30]1[CH2:31][CH2:32][C@H:21]2[N:20]([C:14]3[CH:15]=[CH:16][CH:17]=[CH:18][CH:19]=3)[C:28]3[CH:27]=[CH:26][CH:25]=[CH:24][C:23]=3[C@@H:22]2[CH2:29]1)=[O:13])(=[O:8])[C:2]1[CH:3]=[CH:4][CH:5]=[CH:6][CH:7]=1. Reported procedure: To the suspension arising from the admixture of 865 mg. (4.20 mmole) of dicyclohexylcarboiimide and 748 mg. (4.20 mmole) of 3-benzoylpropionic acid in 30 ml. of dichloromethane at 0° C. was added 1.0 g. (4.0 mmole) of dl-trans-5-phenyl-2,3,4,4a,5,9b-hexahydro-1H-pyrido[4,3-b]indole in 10 ml. of the same solvent. The resulting mixture was stirred and allowed to warm to room temperature over 2 hours. After cooling again to 0° C. the reaction mixture was filtered, washed with dichloromethane and th... Starting materials: N1CCCCC1 (Piperidine), OC1=C(C(=O)O)C=CC(=C1)O (2,4-dihydroxybenzoic acid). The solvent is C(C)O (ethanol). Run at time 8 hour. Product: OC1=C(C(=O)[O-])C=CC(=C1)O.[NH2+]1CCCCC1 (piperidinium 2,4-dihydroxybenzoate). RXN SMILES: [NH:1]1[CH2:6][CH2:5][CH2:4][CH2:3][CH2:2]1.[OH:7][C:8]1[CH:16]=[C:15]([OH:17])[CH:14]=[CH:13][C:9]=1[C:10]([OH:12])=[O:11]>C(O)C>[OH:7][C:8]1[CH:16]=[C:15]([OH:17])[CH:14]=[CH:13][C:9]=1[C:10]([O-:12])=[O:11].[NH2+:1]1[CH2:6][CH2:5][CH2:4][CH2:3][CH2:2]1 |f:3.4|. Reported procedure: Piperidine (0.85 g; 10 mmol) was added dropwise to a solution of 2,4-dihydroxybenzoic acid (1.54 g; 10 mmol) in ethanol (10 cm3). This mixture was then left at 5° C. overnight, which resulted in the precipitation of a white solid. The product was collected by filtration and recrystallized from water to produce needle-like crystals. Found: C, 61.3%; H, 7.3%; N, 5.9%. Calculated for C12H17NO4 ; C, 60.25%; H, 7.11%; N, 5.85%. M.pt. 210°-211° C.